From a dataset of the Open Reaction Database (ORD), a public repository of structured organic reaction records. describe an organic reaction: reactants, conditions, products, and yield Reactants: C1(CC1)C(=O)NC1=CC=C(C(=O)CCC(=O)O)C=C1 (3-(p-cyclopropylcarbonylaminobenzoyl)-propionic acid), O.NN (hydrazine hydrate). Solvent: C(C)O (ethanol). Yields the product C1(CC1)C(=O)NC1=CC=C(C=C1)C=1CCC(NN1)=O (6-(p-cyclopropylcarbonylaminophenyl)-4,5-dihydro-3(2H)-pyridazinone). The yield is 68.1%. As a reaction SMILES: [CH:1]1([C:4]([NH:6][C:7]2[CH:19]=[CH:18][C:10]([C:11]([CH2:13][CH2:14][C:15](O)=[O:16])=O)=[CH:9][CH:8]=2)=[O:5])[CH2:3][CH2:2]1.O.[NH2:21][NH2:22]>C(O)C>[CH:1]1([C:4]([NH:6][C:7]2[CH:19]=[CH:18][C:10]([C:11]3[CH2:13][CH2:14][C:15](=[O:16])[NH:21][N:22]=3)=[CH:9][CH:8]=2)=[O:5])[CH2:3][CH2:2]1 |f:1.2|. Procedure: 2.0 g (7.7 millimoles) of 3-(p-cyclopropylcarbonylaminobenzoyl)-propionic acid, 0.45 g (9.0 millimoles) of hydrazine hydrate and 20 ml of ethanol are refluxed for 6 hours. The product is filtered off at 10° C. and recrystallized from dimethylformamide/water, giving 1.35 g (68% of theory) of 6-(p-cyclopropylcarbonylaminophenyl)-4,5-dihydro-3(2H)-pyridazinone, as colorless crystals, identical with the compound from Example 1. Reactants: CC(=O)O, O=[N+]([O-])c1cccc(-c2ccncc2)c1, OO. The product is O=[N+]([O-])c1cccc(-c2cc[n+]([O-])cc2)c1. RXN SMILES: [CH3:18][C:19](=[O:20])[OH:21].[N+:3](=[O:4])([O-:5])[c:6]1[cH:7][c:8](-[c:12]2[cH:13][cH:14][n:15][cH:16][cH:17]2)[cH:9][cH:10][cH:11]1.[OH:1][OH:2]>>[O-:1][n+:15]1[cH:14][cH:13][c:12](-[c:8]2[cH:7][c:6]([N+:3](=[O:4])[O-:5])[cH:11][cH:10][cH:9]2)[cH:17][cH:16]1. Starting materials: CCOC(=O)CC1C=C(c2cccc(OC)c2)c2ccccc21, CC(C)=O. Yields the product CCOC(=O)CC1Cc2ccc(OC)cc2Cc2ccccc21. RXN SMILES: [CH3:1][O:2][c:3]1[cH:4][c:5]([C:9]2=[CH:10][CH:11]([CH2:18][C:19](=[O:20])[O:21][CH2:22][CH3:23])[c:12]3[cH:13][cH:14][cH:15][cH:16][c:17]32)[cH:6][cH:7][cH:8]1.[CH3:24][C:25](=[O:26])[CH3:27]>>[CH3:1][O:2][c:3]1[cH:4][c:5]2[c:6]([cH:7][cH:8]1)[CH2:10][CH:11]([CH2:18][C:19](=[O:20])[O:21][CH2:22][CH3:23])[c:12]1[cH:13][cH:14][cH:15][cH:16][c:17]1[CH2:9]2. The product is CC1(c2ncc3c(I)c(O)ccc3n2)COC(=O)N1. Starting materials: ClCCl, O=C1CCC(=O)N1I, CC1(c2ncc3cc(O)ccc3n2)COC(=O)N1. As a reaction SMILES: [CH2:19]([Cl:20])[Cl:21].[I:22][N:23]1[C:24](=[O:25])[CH2:26][CH2:27][C:28]1=[O:29].[OH:1][c:2]1[cH:3][c:4]2[cH:5][n:6][c:7]([C:12]3([CH3:18])[NH:13][C:14](=[O:17])[O:15][CH2:16]3)[n:8][c:9]2[cH:10][cH:11]1>>[OH:1][c:2]1[c:3]([I:22])[c:4]2[cH:5][n:6][c:7]([C:12]3([CH3:18])[NH:13][C:14](=[O:17])[O:15][CH2:16]3)[n:8][c:9]2[cH:10][cH:11]1. Starting materials: N12CCN(CC1)CC2 (1,4-diazabicyclo[2.2.2]octane), BrCCNC(OC(C)(C)C)=O (tert-butyl 2-bromoethylcarbamate). The solvent is CCOCC (ether). Conditions: time 8 hour. Product: [Br-].C(C)(C)(C)OC(=O)NCC[N+]12CCN(CC1)CC2 (1-(2-(tert-butoxycarbonylamino)ethyl)-4-aza-1-azonia-bicyclo[2.2.2]octane bromide). Yield: 70.0%. RXN SMILES: [N:1]12[CH2:8][CH2:7][N:4]([CH2:5][CH2:6]1)[CH2:3][CH2:2]2.[Br:9][CH2:10][CH2:11][NH:12][C:13](=[O:19])[O:14][C:15]([CH3:18])([CH3:17])[CH3:16]>CCOCC>[Br-:9].[C:15]([O:14][C:13]([NH:12][CH2:11][CH2:10][N+:1]12[CH2:8][CH2:7][N:4]([CH2:5][CH2:6]1)[CH2:3][CH2:2]2)=[O:19])([CH3:18])([CH3:17])[CH3:16] |f:3.4|. Procedure: To a solution of 1,4-diazabicyclo[2.2.2]octane (0.40 g, 3.57 mmol) in ether (5 mL) was added tert-butyl 2-bromoethylcarbamate (0.80 g, 3.57 mmol). The reaction was stirred overnight and the solvent was removed in vacuo. EtOAc (10 mL) was added and the reaction was stirred vigorously overnight. The precipitates were collected by filtration to give 1-(2-(tert-butoxycarbonylamino)ethyl)-4-aza-1-azonia-bicyclo[2.2.2]octane bromide (0.84 g) as a white solid. The solids were dissolved in MeOH (3 mL) a... The reactants are Cl (hydrochloric acid), II (iodine), BrC[C@@H]1CC[C@H](CC1)CCCCC (trans-1-(bromomethyl)-4-pentylcyclohexane), [Mg] (magnesium), solution, BrCC1=CC=C(C=C1)C1=CC=C(C=C1)CBr (4,4'-bis(bromomethyl)biphenyl). The reagents and catalysts are [Li+].[Li+].[Cl-].[Cl-].[Cl-].[Cl-].[Cu+2] (dilithium tetrachlorocuprate). Run in O1CCCC1 (tetrahydrofuran), O1CCCC1 (tetrahydrofuran), O1CCCC1 (tetrahydrofuran), O1CCCC1 (tetrahydrofuran). Reaction conditions: temperature -78 celsius, time 17 hour. The product is residue, C(CCCC)[C@@H]1CC[C@H](CC1)CCC1=CC=C(C=C1)C1=CC=C(C=C1)CC[C@@H]1CC[C@H](CC1)CCCCC (4,4'-bis[2-(trans-4-pentylcyclohexyl)ethyl]biphenyl), BrCC1=CC=C(C=C1)C1=CC=C(C=C1)CC[C@@H]1CC[C@H](CC1)CCCCC (4-(bromomethyl)-4'-[2-(trans-4-pentylcyclohexyl)ethyl]biphenyl). Isolated yield 9.0%. As a reaction SMILES: [Mg].II.Br[CH2:5][C@H:6]1[CH2:11][CH2:10][C@H:9]([CH2:12][CH2:13][CH2:14][CH2:15][CH3:16])[CH2:8][CH2:7]1.Br[CH2:18][C:19]1[CH:24]=[CH:23][C:22]([C:25]2[CH:30]=[CH:29][C:28]([CH2:31][Br:32])=[CH:27][CH:26]=2)=[CH:21][CH:20]=1.Cl>O1CCCC1.[Li+].[Li+].[Cl-].[Cl-].[Cl-].[Cl-].[Cu+2]>[CH2:12]([C@H:9]1[CH2:10][CH2:11][C@H:6]([CH2:5][CH2:18][C:19]2[CH:24]=[CH:23][C:22]([C:25]3[CH:30]=[CH:29][C:28]([CH2:31][CH2:5][C@H:6]4[CH2:11][CH2:10][C@H:9]([CH2:12][CH2:13][CH2:14][CH2:15][CH3:16])[CH2:8][CH2:7]4)=[CH:27][CH:26]=3)=[CH:21][CH:20]=2)[CH2:7][CH2:8]1)[CH2:13][CH2:14][CH2:15][CH3:16].[Br:32][CH2:31][C:28]1[CH:29]=[CH:30][C:25]([C:22]2[CH:23]=[CH:24][C:19]([CH2:18][CH2:5][C@H:6]3[CH2:11][CH2:10][C@H:9]([CH2:12][CH2:13][CH2:14][CH2:15][CH3:16])[CH2:8][CH2:7]3)=[CH:20][CH:21]=2)=[CH:26][CH:27]=1 |f:6.7.8.9.10.11.12|. Procedure details: 122 mg of magnesium shavings were covered with 3 ml of absolute tetrahydrofuran in a sulphonation flask under argon gasification, and, after the addition of a crystal of iodine, treated with a solution of 1.24 g of trans-1-(bromomethyl)-4-pentylcyclohexane in 7 ml of absolute tetrahydrofuran. After completion of the addition, the mixture was heated to reflux for another 30 minutes and then the mixture, cooled to -78° C., was treated with 0.7 ml of a 0.1N solution of dilithium tetrachlorocuprate ... Reaction SMILES: [CH:27]([CH3:28])([CH3:29])[S:30](=[O:31])(=[O:32])[Cl:33].[Cl:34][CH2:35][Cl:36].[NH2:1][CH2:2][c:3]1[c:4](-[c:9]2[cH:10][cH:11][c:12](-[c:15]3[s:16][cH:17][cH:18][c:19]3[NH:20][S:21](=[O:22])(=[O:23])[CH:24]([CH3:25])[CH3:26])[cH:13][cH:14]2)[cH:5][cH:6][cH:7][cH:8]1>>[NH:1]([CH2:2][c:3]1[c:4](-[c:9]2[cH:10][cH:11][c:12](-[c:15]3[s:16][cH:17][cH:18][c:19]3[NH:20][S:21](=[O:22])(=[O:23])[CH:24]([CH3:25])[CH3:26])[cH:13][cH:14]2)[cH:5][cH:6][cH:7][cH:8]1)[S:30]([CH:27]([CH3:28])[CH3:29])(=[O:31])=[O:32]. The product is CC(C)S(=O)(=O)NCc1ccccc1-c1ccc(-c2sccc2NS(=O)(=O)C(C)C)cc1. The reactants are CC(C)S(=O)(=O)Cl, ClCCl, CC(C)S(=O)(=O)Nc1ccsc1-c1ccc(-c2ccccc2CN)cc1. Reactants: IN1C(CCC1=O)=O (N-iodosuccinimide), BrC=1C(=NC=CC1)O (3-bromo-2-hydroxypyridine), solid, CCC(C)C1C(=O)NCC(=O)NC2CS(=O)C3=C(CC(C(=O)NCC(=O)N1)NC(=O)C(NC(=O)C4CC(CN4C(=O)C(NC2=O)CC(=O)N)O)C(C)C(CO)O)C5=C(N3)C=C(C=C5)OC (Meana). Product: OC1=NC=C(C=C1Br)I (2-Hydroxy-3-bromo-5-iodopyridine). Reaction SMILES: CCC(C1NC(=O)CNC(=O)C2NC(C(C(C(O)CO)C)NC(C3N(C(C(CC(N)=O)NC(=O)C(CS(C4NC5C=C(OC)C=CC=5C=4C2)=O)NC(=O)CNC1=O)=O)CC(O)C3)=O)=O)C.[I:66]N1C(=O)CCC1=O.[Br:74][C:75]1[C:76]([OH:81])=[N:77][CH:78]=[CH:79][CH:80]=1>>[OH:81][C:76]1[C:75]([Br:74])=[CH:80][C:79]([I:66])=[CH:78][N:77]=1. Reported procedure: Following a previously reported method (Meana A, et al, Synlett 2003, 1678-1682) compound I8 was prepared from N-iodosuccinimide (2.48 g, 11.0 mmol) and 3-bromo-2-hydroxypyridine I7 (1.74 g, 10.0 mmol) as a pale brown solid (2.55 g, 85%). 1H NMR (DMSO-d6) δ12.27 (br s, 1H), 8.08 (d, 1H, J=2.3 Hz), 7.71 (d, 1H, J=2.3 Hz).